Dataset: the Open Reaction Database (ORD), a public repository of structured organic reaction records. Task: describe an organic reaction: reactants, conditions, products, and yield Starting materials: C(C)OC(CC1=CC(=C(C=C1)OC)OC1=C(C=C(C=C1)[N+](=O)[O-])CSC1=CC=CC=C1)=O ([4-Methoxy-3-(4-nitro-2-phenylsulfanylmethyl-phenoxy)-phenyl]-acetic acid ethyl ester), [Sn](Cl)Cl (tin(II) chloride), C(Cl)Cl (CH2Cl2), C([O-])(O)=O.[Na+] (sodium bicarbonate). Run in CCO (EtOH), O (H2O). Reaction conditions: temperature 70 celsius, time 8 hour. The product is C(C)OC(CC1=CC(=C(C=C1)OC)OC1=C(C=C(C=C1)N)CSC1=CC=CC=C1)=O ([3-(4-Amino-2-phenylsulfanylmethyl-phenoxy)-4-methoxy-phenyl]-acetic acid ethyl ester). As a reaction SMILES: [CH2:1]([O:3][C:4](=[O:32])[CH2:5][C:6]1[CH:11]=[CH:10][C:9]([O:12][CH3:13])=[C:8]([O:14][C:15]2[CH:20]=[CH:19][C:18]([N+:21]([O-])=O)=[CH:17][C:16]=2[CH2:24][S:25][C:26]2[CH:31]=[CH:30][CH:29]=[CH:28][CH:27]=2)[CH:7]=1)[CH3:2].[Sn](Cl)Cl.C(Cl)Cl.C(=O)(O)[O-].[Na+]>CCO.O>[CH2:1]([O:3][C:4](=[O:32])[CH2:5][C:6]1[CH:11]=[CH:10][C:9]([O:12][CH3:13])=[C:8]([O:14][C:15]2[CH:20]=[CH:19][C:18]([NH2:21])=[CH:17][C:16]=2[CH2:24][S:25][C:26]2[CH:31]=[CH:30][CH:29]=[CH:28][CH:27]=2)[CH:7]=1)[CH3:2] |f:3.4|. Procedure details: [4-Methoxy-3-(4-nitro-2-phenylsulfanylmethyl-phenoxy)-phenyl]-acetic acid ethyl ester (0.4 g, 0.9 mmol) and tin(II) chloride (0.6 g, 2.7 mmol) were combined in EtOH (20 mL) and stirred overnight at 70° C. CH2Cl2, H2O, and sodium bicarbonate were added, and the mixture was filtered through Celite. The organic layer was separated and concentrated to give the title compound.